This data is from the Open Reaction Database (ORD), a public repository of structured organic reaction records. The task is: describe an organic reaction: reactants, conditions, products, and yield The reactants are C=CCNC(=O)N1CC(OCc2ccc(Cl)cc2)C1, Fc1ccc(COC2CN(C(c3ccccc3)c3ccccc3)C2)cc1. Yields the product C=CCNC(=O)N1CC(OCc2ccc(F)cc2)C1. As a reaction SMILES: [Cl:27][c:28]1[cH:29][cH:30][c:31]([CH2:32][O:33][CH:34]2[CH2:35][N:36]([C:38](=[O:39])[NH:40][CH2:41][CH:42]=[CH2:43])[CH2:37]2)[cH:44][cH:45]1.[F:1][c:2]1[cH:3][cH:4][c:5]([CH2:6][O:7][CH:8]2[CH2:9][N:10]([CH:11]([c:12]3[cH:13][cH:14][cH:15][cH:16][cH:17]3)[c:18]3[cH:19][cH:20][cH:21][cH:22][cH:23]3)[CH2:24]2)[cH:25][cH:26]1>>[F:1][c:28]1[cH:29][cH:30][c:31]([CH2:32][O:33][CH:34]2[CH2:35][N:36]([C:38](=[O:39])[NH:40][CH2:41][CH:42]=[CH2:43])[CH2:37]2)[cH:44][cH:45]1. The reactants are BrB(Br)Br, CO, ClCCl, CCOCc1nc2c(N)nc3cc(-c4cccc(CO)c4)cnc3c2n1CC(C)(C)O. The product is CC(C)(O)Cn1c(CO)nc2c(N)nc3cc(-c4cccc(CO)c4)cnc3c21. RXN SMILES: [B:32]([Br:33])([Br:34])[Br:35].[CH3:36][OH:37].[Cl:38][CH2:39][Cl:40].[NH2:1][c:2]1[n:3][c:4]2[cH:5][c:6](-[c:24]3[cH:25][c:26]([CH2:30][OH:31])[cH:27][cH:28][cH:29]3)[cH:7][n:8][c:9]2[c:10]2[c:11]1[n:12][c:13]([CH2:20][O:21][CH2:22][CH3:23])[n:14]2[CH2:15][C:16]([CH3:17])([OH:18])[CH3:19]>>[NH2:1][c:2]1[n:3][c:4]2[cH:5][c:6](-[c:24]3[cH:25][c:26]([CH2:30][OH:31])[cH:27][cH:28][cH:29]3)[cH:7][n:8][c:9]2[c:10]2[c:11]1[n:12][c:13]([CH2:20][OH:21])[n:14]2[CH2:15][C:16]([CH3:17])([OH:18])[CH3:19]. Reactants: OCCc1cc2ccccc2n1-c1ccc(OCc2ccccc2)cc1, [H-], CI, [Na+], C1CCOC1. Product: COCCc1cc2ccccc2n1-c1ccc(OCc2ccccc2)cc1. RXN SMILES: [CH2:1]([c:2]1[cH:3][cH:4][cH:5][cH:6][cH:7]1)[O:8][c:9]1[cH:10][cH:11][c:12](-[n:15]2[c:16]([CH2:24][CH2:25][OH:26])[cH:17][c:18]3[cH:19][cH:20][cH:21][cH:22][c:23]23)[cH:13][cH:14]1.[H-:27].[I:29][CH3:30].[Na+:28].[O:31]1[CH2:32][CH2:33][CH2:34][CH2:35]1>>[CH2:1]([c:2]1[cH:3][cH:4][cH:5][cH:6][cH:7]1)[O:8][c:9]1[cH:10][cH:11][c:12](-[n:15]2[c:16]([CH2:24][CH2:25][O:26][CH3:30])[cH:17][c:18]3[cH:19][cH:20][cH:21][cH:22][c:23]23)[cH:13][cH:14]1. Reactants: C, CN(C)C(=O)c1cc(OCc2ccccc2)c(F)cc1NC(=O)c1ccccc1-c1ccc(C(F)(F)F)cc1, C1CCOC1, CO, [Pd]. Yields the product CN(C)C(=O)c1cc(O)c(F)cc1NC(=O)c1ccccc1-c1ccc(C(F)(F)F)cc1. As a reaction SMILES: [C:45].[CH2:1]([c:2]1[cH:3][cH:4][cH:5][cH:6][cH:7]1)[O:8][c:9]1[cH:10][c:11]([C:35]([N:36]([CH3:37])[CH3:38])=[O:39])[c:12]([NH:16][C:17](=[O:18])[c:19]2[c:20](-[c:25]3[cH:26][cH:27][c:28]([C:31]([F:32])([F:33])[F:34])[cH:29][cH:30]3)[cH:21][cH:22][cH:23][cH:24]2)[cH:13][c:14]1[F:15].[CH2:40]1[O:41][CH2:42][CH2:43][CH2:44]1.[CH3:47][OH:48].[Pd:46]>>[OH:8][c:9]1[cH:10][c:11]([C:35]([N:36]([CH3:37])[CH3:38])=[O:39])[c:12]([NH:16][C:17](=[O:18])[c:19]2[c:20](-[c:25]3[cH:26][cH:27][c:28]([C:31]([F:32])([F:33])[F:34])[cH:29][cH:30]3)[cH:21][cH:22][cH:23][cH:24]2)[cH:13][c:14]1[F:15]. Starting materials: ClC1=C(C=CC(=C1)C(F)(F)F)O (2-Chloro-4-trifluoromethylphenol), C([O-])([O-])=O.[K+].[K+] (potassium carbonate). The solvent is CS(=O)C (dimethyl sulfoxide). Run at time 8 hour. The product is ClC1=C([O-])C=CC(=C1)C(F)(F)F.[K+] (potassium 2-chloro-4-trifluoromethylphenoxide). RXN SMILES: [Cl:1][C:2]1[CH:7]=[C:6]([C:8]([F:11])([F:10])[F:9])[CH:5]=[CH:4][C:3]=1[OH:12].C(=O)([O-])[O-].[K+:17].[K+]>CS(C)=O>[Cl:1][C:2]1[CH:7]=[C:6]([C:8]([F:9])([F:10])[F:11])[CH:5]=[CH:4][C:3]=1[O-:12].[K+:17] |f:1.2.3,5.6|. Procedure: 2-Chloro-4-trifluoromethylphenol (1.96 grams; 0.010 mole) is dissolved in dimethyl sulfoxide (15 ml.) and potassium carbonate (2.76 grams; 0.020 mole) is added. The reaction mixture is stirred at room temperature overnight to afford potassium 2-chloro-4-trifluoromethylphenoxide. Starting materials: CS(=O)(=O)OCCCCNC(=O)OCC1=CC=CC=C1 (4-(benzyloxycarbonylamino)butyl methanesulfonate), N1CCCC1 (pyrrolidine). Run in C1CCOC1 (THF). Reaction conditions: temperature 100 celsius, time 8 hour. The product is N1(CCCC1)CCCCNC(OCC1=CC=CC=C1)=O (benzyl 4-(pyrrolidin-1-yl)butylcarbamate). Yield: 65.8%. As a reaction SMILES: CS(O[CH2:6][CH2:7][CH2:8][CH2:9][NH:10][C:11]([O:13][CH2:14][C:15]1[CH:20]=[CH:19][CH:18]=[CH:17][CH:16]=1)=[O:12])(=O)=O.[NH:21]1[CH2:25][CH2:24][CH2:23][CH2:22]1>C1COCC1>[N:21]1([CH2:6][CH2:7][CH2:8][CH2:9][NH:10][C:11](=[O:12])[O:13][CH2:14][C:15]2[CH:20]=[CH:19][CH:18]=[CH:17][CH:16]=2)[CH2:25][CH2:24][CH2:23][CH2:22]1. Procedure details: To a pressure vessel was added 4-(benzyloxycarbonylamino)butyl methanesulfonate (330 mg, 1.10 mmol) and pyrrolidine (234 mg, 3.3 mmol) in THF. The reaction was heated to 100° C., stirred overnight, cooled to 20-25° C., and concentrated. The crude concentrate was purified by Biotage column chromatography to give benzyl 4-(pyrrolidin-1-yl)butylcarbamate (200 mg).